Task: describe an organic reaction: reactants, conditions, products, and yield. Dataset: the Open Reaction Database (ORD), a public repository of structured organic reaction records Starting materials: C(CCC)C1=C(N)C=CC=C1 (2-butylaniline), S1C=NC=C1C=O (5-Thiazolecarboxaldehyde). The product is C(CCC)C1=C(C=CC=C1)NCC1=CN=CS1 (N-(2-Butylphenyl)-N-(thiazol-5-ylmethyl)amine). Reaction SMILES: [CH2:1]([C:5]1[CH:11]=[CH:10][CH:9]=[CH:8][C:6]=1[NH2:7])[CH2:2][CH2:3][CH3:4].[S:12]1[C:16]([CH:17]=O)=[CH:15][N:14]=[CH:13]1>>[CH2:1]([C:5]1[CH:11]=[CH:10][CH:9]=[CH:8][C:6]=1[NH:7][CH2:17][C:16]1[S:12][CH:13]=[N:14][CH:15]=1)[CH2:2][CH2:3][CH3:4]. Procedure: The desired compound was prepared according to the method of Example 403H starting with 2-butylaniline and the aldehyde from Example 1202A. m/e (DCI) 247 (MH+) Reactants: O=C1CCC(=O)N1Br, Cc1ccc(Cl)c(N)c1F, CN(C)C=O. Yields the product Cc1c(Br)cc(Cl)c(N)c1F. As a reaction SMILES: [Br:11][N:12]1[C:13](=[O:14])[CH2:15][CH2:16][C:17]1=[O:18].[Cl:1][c:2]1[c:3]([NH2:4])[c:5]([F:10])[c:6]([CH3:9])[cH:7][cH:8]1.[O:19]=[CH:20][N:21]([CH3:22])[CH3:23]>>[Cl:1][c:2]1[c:3]([NH2:4])[c:5]([F:10])[c:6]([CH3:9])[c:7]([Br:11])[cH:8]1.